This data is from the Open Reaction Database (ORD), a public repository of structured organic reaction records. The task is: describe an organic reaction: reactants, conditions, products, and yield The reactants are C(C1=CC=CC=C1)OC1=CC=C(C=C1)N1CC(CC1=O)C(=O)O ((RS)-1-(4-benzyloxy-phenyl)-5-oxo-pyrrolidine-3-carboxylic acid), S(=O)(Cl)Cl (thionylchloride). Product: C(C1=CC=CC=C1)OC1=CC=C(C=C1)N1CC(CC1=O)C(=O)Cl ((RS)-1-(4-benzyloxy-phenyl)-5-oxo-pyrrolidine-3-carbonyl chloride). RXN SMILES: [CH2:1]([O:8][C:9]1[CH:14]=[CH:13][C:12]([N:15]2[C:19](=[O:20])[CH2:18][CH:17]([C:21]([OH:23])=O)[CH2:16]2)=[CH:11][CH:10]=1)[C:2]1[CH:7]=[CH:6][CH:5]=[CH:4][CH:3]=1.S(Cl)([Cl:26])=O>>[CH2:1]([O:8][C:9]1[CH:14]=[CH:13][C:12]([N:15]2[C:19](=[O:20])[CH2:18][CH:17]([C:21]([Cl:26])=[O:23])[CH2:16]2)=[CH:11][CH:10]=1)[C:2]1[CH:7]=[CH:6][CH:5]=[CH:4][CH:3]=1. Procedure details: In an analogous manner to that described in Example 24b), starting from (RS)-1-(4-benzyloxy-phenyl)-5-oxo-pyrrolidine-3-carboxylic acid (Example 1a) by treatment with thionylchloride there is obtained (RS)-1-(4-benzyloxy-phenyl)-5-oxo-pyrrolidine-3-carbonyl chloride as a yellowish solid which is directly used in the next step without further purification.